This data is from the Open Reaction Database (ORD), a public repository of structured organic reaction records. The task is: describe an organic reaction: reactants, conditions, products, and yield Yields the product COC(CC1=C(N(C2=NC=CC=C21)S(=O)(=O)C2=CC(=C(C=C2)F)C#N)C)=O ([1-(3-cyano-4-fluoro-benzenesulfonyl)-2-methyl-1H-pyrrolo[2,3-b]pyridin-3-yl]-acetic acid methyl ester). Procedure details: To a solution of (2-methyl-1H-pyrrolo[2,3-b]pyridin-3-yl)-acetic acid methyl ester (0.5 g, 2.45 mmol) in DMF (3 mL) is added BEMP (1.13 mL, 3.92 mmol). After 1 hour, a solution of 3-cyano-4-fluoro-benzenesulfonyl chloride (0.86 g, 3.92 mmol) in DMF (3 mL) is added. The reaction mixture is stirred at room temperature overnight, then concentrated under reduced pressure to a minimum volume. The residue is loaded onto a pre-packed Isolute™ silica column and eluted using a gradient eluent from 100% i... Solvent: CN(C)C=O (DMF), CN(C)C=O (DMF). Reaction conditions: time 1 hour. As a reaction SMILES: [CH3:1][O:2][C:3](=[O:15])[CH2:4][C:5]1[C:13]2[C:8](=[N:9][CH:10]=[CH:11][CH:12]=2)[NH:7][C:6]=1[CH3:14].CCN(P1(N(C)CCCN1C)=NC(C)(C)C)CC.[C:34]([C:36]1[CH:37]=[C:38]([S:43](Cl)(=[O:45])=[O:44])[CH:39]=[CH:40][C:41]=1[F:42])#[N:35]>CN(C=O)C>[CH3:1][O:2][C:3](=[O:15])[CH2:4][C:5]1[C:13]2[C:8](=[N:9][CH:10]=[CH:11][CH:12]=2)[N:7]([S:43]([C:38]2[CH:39]=[CH:40][C:41]([F:42])=[C:36]([C:34]#[N:35])[CH:37]=2)(=[O:44])=[O:45])[C:6]=1[CH3:14]. Reactants: COC(CC1=C(NC2=NC=CC=C21)C)=O ((2-methyl-1H-pyrrolo[2,3-b]pyridin-3-yl)-acetic acid methyl ester), CCN(CC)P1(=NC(C)(C)C)N(CCCN1C)C (BEMP), C(#N)C=1C=C(C=CC1F)S(=O)(=O)Cl (3-cyano-4-fluoro-benzenesulfonyl chloride). Starting materials: BrC1=C(C(=CC=2C(=CCC(C12)(C)C)C(C)C)/C(=C(\C=C\C(=C\C(=O)OCC)\C)/F)/C)OC (ethyl (2E,4E,6E)-7-(4-bromo-8-isopropyl-3-methoxy-5,5-dimethyl-5,6-dihydro-naphthalen-2-yl)-6-fluoro-3-methyl-octa-2,4,6-trienoate), [OH-].[Na+] (NaOH), C(C)O (ethanol). Yields the product BrC1=C(C(=CC=2C(=CCC(C12)(C)C)C(C)C)/C(=C(\C=C\C(=C\C(=O)O)\C)/F)/CC)OC ((2E,4E,6E)-7-(4-Bromo-8-isopropyl-3-methoxy-5,5-dimethyl-5,6-dihydro-naphthalen-2-yl)-6-fluoro-3-methyl-nona-2,4,6-trienoic acid). As a reaction SMILES: [Br:1][C:2]1[C:11]2[C:10]([CH3:13])([CH3:12])[CH2:9][CH:8]=[C:7]([CH:14]([CH3:16])[CH3:15])[C:6]=2[CH:5]=[C:4](/[C:17](/[CH3:30])=[C:18](/[F:29])\[CH:19]=[CH:20]\[C:21](\[CH3:28])=[CH:22]\[C:23]([O:25]CC)=[O:24])[C:3]=1[O:31][CH3:32].[OH-].[Na+].[CH2:35](O)C>>[Br:1][C:2]1[C:11]2[C:10]([CH3:13])([CH3:12])[CH2:9][CH:8]=[C:7]([CH:14]([CH3:16])[CH3:15])[C:6]=2[CH:5]=[C:4](/[C:17](/[CH2:30][CH3:35])=[C:18](/[F:29])\[CH:19]=[CH:20]\[C:21](\[CH3:28])=[CH:22]\[C:23]([OH:25])=[O:24])[C:3]=1[O:31][CH3:32] |f:1.2|. Procedure details: As described in General Procedure J-1, ethyl (2E,4E,6E)-7-(4-bromo-8-isopropyl-3-methoxy-5,5-dimethyl-5,6-dihydro-naphthalen-2-yl)-6-fluoro-3-methyl-octa-2,4,6-trienoate (Compound A-157, 43 mg, 0.085 mmol) in ethanol was treated with a solution of 1 N NaOH to produce the title compound after purification by recrystallization from acetonitrile. The reactants are C(#N)C=1C=CC2=C(CN([C@@H](CN2CC=2N=CN(C2)C(=O)OC(C)(C)C)CC2=CC=CC=C2)S(=O)(=O)C)C1 ((R)-7-cyano-2,3,4,5-tetrahydro-1-[(((1,1-dimethylethoxy)-carbonyl)-1H-imidazol-4-yl)methyl]-4-(methylsulfonyl)-3-(phenylmethyl)-1H-1,4-benzodiazepine), OC1=NC(=CC=C1[N+](=O)[O-])C (2-hydroxy-3-nitro-6-methylpyridine), P(Cl)(Cl)(Cl)(Cl)Cl (phosphorus pentachloride), Cl.BrC=1C=CC2=C(CN(CCN2CC=2N=CNC2)C(=O)C2=CC=CC3=CC=CC=C23)C1 (7-Bromo-2,3,4,5-tetrahydro-1-(1H-imidazol-4-ylmethyl)-4-(1-naphthalenylcarbonyl)-1H-1,4-benzodiazepine, hydrochloride), ClC1=NC(=CC=C1[N+](=O)[O-])C (2-chloro-3-nitro-6-methylpyridine). Run in C1(=CC=CC=C1)C (toluene). Conditions: temperature 92 celsius. Product: ClC1=NC(=C(C=C1)[N+](=O)[O-])C (2-Chloro-5-nitro-6-methylpyridine). As a reaction SMILES: [C:1](C1C=CC2N(CC3N=CN(C(OC(C)(C)C)=O)C=3)C[C@@H](CC3C=CC=CC=3)N(S(C)(=O)=O)CC=2C=1)#N.O[C:39]1[C:44]([N+:45]([O-:47])=[O:46])=[CH:43][CH:42]=[C:41](C)[N:40]=1.P(Cl)(Cl)(Cl)(Cl)Cl.[ClH:55].BrC1C=CC2N(CC3N=CNC=3)CCN(C(C3C4C(=CC=CC=4)C=CC=3)=O)CC=2C=1.ClC1C([N+]([O-])=O)=CC=C(C)N=1>C1(C)C=CC=CC=1>[Cl:55][C:41]1[CH:42]=[CH:43][C:44]([N+:45]([O-:47])=[O:46])=[C:39]([CH3:1])[N:40]=1 |f:3.4|. Reported procedure: A mixture of Compound A, 2-hydroxy-3-nitro-6-methylpyridine (0.93 g, 6.05 mmol) and phosphorus pentachloride (48.9 g, 235 mmol) in toluene (10 mL) was heated at 92° C. for 16 hours and cooled to 0° C. Ice was added and the mixture was stirred and partitioned. The aqueous layer was washed with toluene and the combined organic phases were dried (magnesium sulfate), filtered and evaporated to afford 1.03 g of a 6:1 mixture of Compound B and 2-chloro-3-nitro-6-methylpyridine (100%) as a reddish brow... Reactants: [Si](CC)(CC)(CC)C#CC#CC#CC#C[Si](CC)(CC)CC (Et3Si(C≡C)4SiEt3), C#CC#CC#CC#C (H(C≡C)4H). The product is [Si](CC)(CC)(CC)C#CC#CC#CC#C (Et3Si(C≡C)4H), [Si](CC)(CC)(CC)C#CC#CC#CC#CC#CC#CC#CC#C[Si](CC)(CC)CC (Et3Si(C≡C)8SiEt3). RXN SMILES: [Si:1]([C:8]#[C:9][C:10]#[C:11][C:12]#[C:13][C:14]#[C:15][Si:16]([CH2:21][CH3:22])([CH2:19][CH3:20])[CH2:17][CH3:18])([CH2:6][CH3:7])([CH2:4][CH3:5])[CH2:2][CH3:3].[CH:23]#[C:24][C:25]#[C:26][C:27]#[C:28][C:29]#[CH:30]>>[Si:1]([C:8]#[C:9][C:10]#[C:11][C:12]#[C:13][C:14]#[CH:15])([CH2:6][CH3:7])([CH2:4][CH3:5])[CH2:2][CH3:3].[Si:1]([C:23]#[C:24][C:25]#[C:26][C:27]#[C:28][C:29]#[C:30][C:8]#[C:9][C:10]#[C:11][C:12]#[C:13][C:14]#[C:15][Si:16]([CH2:17][CH3:18])([CH2:19][CH3:20])[CH2:21][CH3:22])([CH2:6][CH3:7])([CH2:4][CH3:5])[CH2:2][CH3:3]. Reported procedure: Thus, by forming the appropriate alkynyl salt, the length of the alkynyl moiety, represented by the value of n, incorporated into the polymer formed in step 2 can be controlled. Typically, the value of n can be varied from 1 to 12. Acetylenic derivatives having the general formula H(C≡C)nH can be readily converted into the dilithio salts by reacting with n-butyllithium. The respective dilithio salts, with values of n varying from 1 to 12, can then be incorporated into the backbone of polymers (2... Starting materials: C(C)C1=NC=2C(=NC(=CC2C)C)N1C1=CC=C(C=C1)CCNC(OC1=CC=CC=C1)=O (Phenyl 2-[4-(2-ethyl-5,7-dimethyl-3H-imidazo[4,5-b]pyridin-3-yl)phenyl]ethylcarbamate), ClC1=CC=C(S1)S(=O)(=O)N (5-chloro-2-thiophenesulfonamide). Product: ClC1=CC=C(S1)S(=O)(=O)NC(=O)NCCC1=CC=C(C=C1)N1C(=NC=2C1=NC(=CC2C)C)CC (3-(4-{2-[({[(5-CHLORO-2-THIENYL)SULFONYL]AMINO}CARBONYL)AMINO]ETHYL}PHENYL)-2-ETHYL-5,7-DIMETHYL-3H-IMIDAZO[4,5-b]PYRIDINE). As a reaction SMILES: [CH2:1]([C:3]1[N:13]([C:14]2[CH:19]=[CH:18][C:17]([CH2:20][CH2:21][NH:22][C:23](=O)[O:24]C3C=CC=CC=3)=[CH:16][CH:15]=2)[C:6]2=[N:7][C:8]([CH3:12])=[CH:9][C:10]([CH3:11])=[C:5]2[N:4]=1)[CH3:2].[Cl:32][C:33]1[S:37][C:36]([S:38]([NH2:41])(=[O:40])=[O:39])=[CH:35][CH:34]=1>>[Cl:32][C:33]1[S:37][C:36]([S:38]([NH:41][C:23]([NH:22][CH2:21][CH2:20][C:17]2[CH:16]=[CH:15][C:14]([N:13]3[C:6]4=[N:7][C:8]([CH3:12])=[CH:9][C:10]([CH3:11])=[C:5]4[N:4]=[C:3]3[CH2:1][CH3:2])=[CH:19][CH:18]=2)=[O:24])(=[O:40])=[O:39])=[CH:35][CH:34]=1. Procedure: The title compound was prepared according to the procedure described in step 2 of Example 18 from phenyl 2-[4-(2-ethyl-5,7-dimethyl-3H-imidazo[4,5-b]pyridin-3-yl)phenyl]ethylcarbamate (step 1 of Example 18) and 5-chloro-2-thiophenesulfonamide. Starting materials: C(C)(C)(C)OC(=O)NC1(CCN(CC1)C1=NC=CC(=N1)Cl)C (4-t-butoxycarbonylamino-1-(4-chloropyrimidin-2-yl)-4-methylpiperidine), solution, [OH-].[Na+] (NaOH), C1(=CC=CC=C1)OC (anisole), FC(C(=O)O)(F)F (trifluoroacetic acid). The solvent is C(Cl)Cl (methylene chloride). Run at time 1 hour. The product is NC1(CCN(CC1)C1=NC=CC(=N1)Cl)C (4-amino-1-(4-chloropyrimidin-2-yl)-4-methylpiperidine). As a reaction SMILES: C(OC([NH:8][C:9]1([CH3:22])[CH2:14][CH2:13][N:12]([C:15]2[N:20]=[C:19]([Cl:21])[CH:18]=[CH:17][N:16]=2)[CH2:11][CH2:10]1)=O)(C)(C)C.C1(OC)C=CC=CC=1.FC(F)(F)C(O)=O.[OH-].[Na+]>C(Cl)Cl>[NH2:8][C:9]1([CH3:22])[CH2:14][CH2:13][N:12]([C:15]2[N:20]=[C:19]([Cl:21])[CH:18]=[CH:17][N:16]=2)[CH2:11][CH2:10]1 |f:3.4|. Procedure details: A solution of 2.22 g (0.0068 mol) of 4-t-butoxycarbonylamino-1-(4-chloropyrimidin-2-yl)-4-methylpiperidine (step c) in 25 ml of anhydrous methylene chloride is cooled under a nitrogen atmosphere and 5 ml of anisole and 25 ml of trifluoroacetic acid are added slowly. The mixture is stirred for 1 hour at room temperature and 25 ml of a 30% solution of NaOH are added slowly. The reaction medium is extracted with methylene chloride and dried over Na2SO4 and the solvent and the anisole are evaporated... As a reaction SMILES: [C:31]([O:32][BH-:33]([O:34][C:35](=[O:36])[CH3:37])[O:38][C:39](=[O:40])[CH3:41])(=[O:42])[CH3:43].[CH3:1][C:2](=[O:3])[OH:4].[CH3:45][C:46]#[N:47].[CH:23](=[O:24])[c:25]1[cH:26][cH:27][cH:28][cH:29][cH:30]1.[NH:5]1[CH2:6][CH:7]([O:11][c:12]2[cH:13][c:14]3[cH:15][cH:16][n:17][c:18]([NH2:22])[c:19]3[cH:20][cH:21]2)[CH2:8][CH2:9][CH2:10]1.[Na+:44]>>[N:5]1([CH2:23][c:25]2[cH:26][cH:27][cH:28][cH:29][cH:30]2)[CH2:6][CH:7]([O:11][c:12]2[cH:13][c:14]3[cH:15][cH:16][n:17][c:18]([NH2:22])[c:19]3[cH:20][cH:21]2)[CH2:8][CH2:9][CH2:10]1. Starting materials: CC(=O)O[BH-](OC(C)=O)OC(C)=O, CC(=O)O, CC#N, O=Cc1ccccc1, Nc1nccc2cc(OC3CCCNC3)ccc12, [Na+]. Product: Nc1nccc2cc(OC3CCCN(Cc4ccccc4)C3)ccc12.